This data is from the Open Reaction Database (ORD), a public repository of structured organic reaction records. The task is: describe an organic reaction: reactants, conditions, products, and yield The reactants are [Li+].[BH4-] (LiBH4), C(#N)C[C@@H](C(=O)N1C(OC[C@H]1C1=CC=CC=C1)=O)C1=C(C=CC=C1)F (3-[(R)-β-Cyano-α-(2-fluorophenyl)-propionyl]-4-(R)-phenyl-2-oxazolidinone), Cl (HCl). The solvent is C1CCOC1 (THF), C1CCOC1 (THF), O (H2O). Reaction conditions: temperature 0 celsius, time 2 hour. The product is OC[C@H](CC#N)C1=C(C=CC=C1)F (β(R)-(hydroxymethyl)-β-(2-fluorophenyl)-propionitrile). Reaction SMILES: [C:1]([CH2:3][C@H:4]([C:19]1[CH:24]=[CH:23][CH:22]=[CH:21][C:20]=1[F:25])[C:5](N1[C@H](C2C=CC=CC=2)COC1=O)=[O:6])#[N:2].[Li+].[BH4-].Cl>C1COCC1.O>[OH:6][CH2:5][C@@H:4]([C:19]1[CH:24]=[CH:23][CH:22]=[CH:21][C:20]=1[F:25])[CH2:3][C:1]#[N:2] |f:1.2|. Procedure: 3-[(R)-β-Cyano-α-(2-fluorophenyl)-propionyl]-4-(R)-phenyl-2-oxazolidinone (400 g, 1.18 mol) is suspended in THF (4000 mL) and H2O (25 mL). The reaction mixture is cooled in ice bath to 0° C. and a solution of LiBH4 in THF (2M, 887 ml, 1.77 mol, 1.5 eq) is added slowly. The mixture is then stirred at 0° C. for 2 hours, after which 2N HCl (1500 mL) is cautiously added. The resulting solution is then extracted with Et2O (2×1500 mL). The combined organic phases are then washed with saturated NaCl so... The reactants are C(C)(C)OC(C)C (Isopropyl ether), C(C)(C)(C)OC(=O)N(C)C1=C(C=CC=C1)CC(=O)N1CC2C(CCC(C2C1)=O)(C1=CC=CC=C1)C1=CC=CC=C1 ((3aRS,7aRS)-2-{[2-(N-tert-Butoxycarbonyl-N-methylamino)phenyl]acetyl}-7,7-diphenylperhydro-4-isoindolone), solution, Cl (hydrochloric acid). Run in O1CCOCC1 (dioxane). The product is Cl.CNC1=C(C=CC=C1)CC(=O)N1CC2C(CCC(C2C1)=O)(C1=CC=CC=C1)C1=CC=CC=C1 ((3aRS,7aRS)-2-[(2-methylaminophenyl)acetyl]-7,7-diphenylperhydro-4-isoindolone hydrochloride). RXN SMILES: C(O[C:6]([N:8]([C:10]1[CH:15]=[CH:14][CH:13]=[CH:12][C:11]=1[CH2:16][C:17]([N:19]1[CH2:27][CH:26]2[CH:21]([C:22]([C:35]3[CH:40]=[CH:39][CH:38]=[CH:37][CH:36]=3)([C:29]3[CH:34]=[CH:33][CH:32]=[CH:31][CH:30]=3)[CH2:23][CH2:24][C:25]2=[O:28])[CH2:20]1)=[O:18])C)=O)(C)(C)C.[ClH:41].C(OC(C)C)(C)C>O1CCOCC1>[ClH:41].[CH3:6][NH:8][C:10]1[CH:15]=[CH:14][CH:13]=[CH:12][C:11]=1[CH2:16][C:17]([N:19]1[CH2:27][CH:26]2[CH:21]([C:22]([C:35]3[CH:40]=[CH:39][CH:38]=[CH:37][CH:36]=3)([C:29]3[CH:30]=[CH:31][CH:32]=[CH:33][CH:34]=3)[CH2:23][CH2:24][C:25]2=[O:28])[CH2:20]1)=[O:18] |f:4.5|. Reported procedure: (3aRS,7aRS)-2-{[2-(N-tert-Butoxycarbonyl-N-methylamino)phenyl]acetyl}-7,7-diphenylperhydro-4-isoindolone (2.8 g) is treated with a 5.7N solution (30 cc) of hydrochloric acid in dry dioxane at 20° C. for 4 hours. Isopropyl ether (100 cc) is added and the solid is drained, washed with isopropyl ether and dried. (3aRS,7aRS)-2-[(2-methylaminophenyl)acetyl]-7,7-diphenylperhydro-4-isoindolone hydrochloride (2.1 g) is obtained in the form of a white solid. The reactants are ClC(C(=O)C1=CC(=CN1)C=O)(Cl)Cl (5-trichloroacetyl-1H-pyrrole-3-carbaldehyde), CO (MeOH), Cl (HCl), [H-].[Na+] (NaH), CS(=O)(=O)Cl (MsCl). The solvent is C(C)N(CC)CC (triethylamine). Reaction conditions: time 3 hour. Product: COC(=O)C=1N(C=C(C1)C=O)S(=O)(=O)C (4-Formyl-1-methanesulfonyl-1H-pyrrole-2-carboxylic acid methyl ester). Isolated yield 82.0%. As a reaction SMILES: ClC(Cl)(Cl)[C:3]([C:5]1[NH:9][CH:8]=[C:7]([CH:10]=[O:11])[CH:6]=1)=[O:4].[H-].[Na+].[CH3:16][S:17](Cl)(=[O:19])=[O:18].Cl.[CH3:22][OH:23]>C(N(CC)CC)C>[CH3:22][O:23][C:3]([C:5]1[N:9]([S:17]([CH3:16])(=[O:19])=[O:18])[CH:8]=[C:7]([CH:10]=[O:11])[CH:6]=1)=[O:4] |f:1.2|. Reported procedure: To a solution of 5-trichloroacetyl-1H-pyrrole-3-carbaldehyde (3.6 g, 14.97 mmol) in MeOH (60 mL) was added triethylamine (2 mL). The reaction mixture was stirred at room temperature for 3 hours. The solvent was removed and the residue was dried on the vacuum pump for 6 hours. This crude product was then dissolved in 60 mL of anhydrous THF. To the resulting solution was added NaH (720 mg, 18 mmol) at room temperature. The suspension was then stirred at room temperature for 1 hour before addition ... The product is BrC1=CC=C([C@H](N)CC(=O)O)C=C1 (p-bromo-β-phenylalanine). Isolated yield 63.0%. Solvent: C(C)O.O (ethanol water). Reactants: BrC1=CC=C(C=O)C=C1 (p-Bromo-benzaldehyde), C(C)(=O)[O-].[NH4+] (ammonium acetate), C(CC(=O)O)(=O)O (malonic acid). Procedure details: p-Bromo-benzaldehyde (10.0 g, 54 mmol) was mixed with 100 ml of ethanol/water (95/5), 8.3 g of ammonium acetate (108 mmol), and 11.2 g of malonic acid (108 mmol), heated under reflux at 80° C. with stirring for 17 hours, filtered under heating and dried under reduced pressure to give 8.3 g of p-bromo-β-phenylalanine crystals at a yield of 62.8%. As a reaction SMILES: [Br:1][C:2]1[CH:9]=[CH:8][C:5]([CH:6]=O)=[CH:4][CH:3]=1.[C:10]([O-:13])(=[O:12])[CH3:11].[NH4+:14].C(O)(=O)CC(O)=O>C(O)C.O>[Br:1][C:2]1[CH:9]=[CH:8][C:5]([C@@H:6]([CH2:11][C:10]([OH:13])=[O:12])[NH2:14])=[CH:4][CH:3]=1 |f:1.2,4.5|. Run at temperature 80 celsius, time 17 hour. Reactants: FC=1C=CC=C2C=C(C(N(C12)C1=CC=CC=C1)=O)CBr (8-fluoro-1-phenyl-3-bromomethyl-2(1H)-quinolone), N1N=NC=C1.[Na] (sodium triazole), CN(C=O)C (dimethylformamide). Yields the product C1(=CC=CC=C1)N1C(C(=CC2=CC=CC(=C12)F)CN1N=CN=C1)=O (1-phenyl-8-fluoro-3-(1H-1,2,4-triazol-1-yl-methyl)-2-(1H)quinolone). RXN SMILES: [F:1][C:2]1[CH:3]=[CH:4][CH:5]=[C:6]2[C:11]=1[N:10]([C:12]1[CH:17]=[CH:16][CH:15]=[CH:14][CH:13]=1)[C:9](=[O:18])[C:8]([CH2:19]Br)=[CH:7]2.N1C=[CH:24][N:23]=[N:22]1.[Na].[CH3:27][N:28](C)C=O>>[C:12]1([N:10]2[C:11]3[C:6](=[CH:5][CH:4]=[CH:3][C:2]=3[F:1])[CH:7]=[C:8]([CH2:19][N:23]3[CH:24]=[N:28][CH:27]=[N:22]3)[C:9]2=[O:18])[CH:17]=[CH:16][CH:15]=[CH:14][CH:13]=1 |f:1.2,^1:25|. Reported procedure: Following the procedure of example 22, react 8-fluoro-1-phenyl-3-bromomethyl-2(1H)-quinolone with sodium triazole in dimethylformamide. Chromatograph to obtain the major product, 1-phenyl-8-fluoro-3-(1H-1,2,4-triazol-1-yl-methyl)-2-(1H)quinolone. Reactants: NCCO, CCOC(=O)CS(=O)(=NC(=O)c1cncc(C#Cc2cccc(O)c2)c1)c1ccccc1. The product is O=C(CS(=O)(=NC(=O)c1cncc(C#Cc2cccc(O)c2)c1)c1ccccc1)NCCO. As a reaction SMILES: [NH2:33][CH2:34][CH2:35][OH:36].[OH:1][c:2]1[cH:3][c:4]([C:8]#[C:9][c:10]2[cH:11][c:12]([C:16](=[O:17])[N:18]=[S:19](=[O:20])([c:21]3[cH:22][cH:23][cH:24][cH:25][cH:26]3)[CH2:27][C:28](=[O:29])[O:30][CH2:31][CH3:32])[cH:13][n:14][cH:15]2)[cH:5][cH:6][cH:7]1>>[OH:1][c:2]1[cH:3][c:4]([C:8]#[C:9][c:10]2[cH:11][c:12]([C:16](=[O:17])[N:18]=[S:19](=[O:20])([c:21]3[cH:22][cH:23][cH:24][cH:25][cH:26]3)[CH2:27][C:28](=[O:29])[NH:33][CH2:34][CH2:35][OH:36])[cH:13][n:14][cH:15]2)[cH:5][cH:6][cH:7]1.